Dataset: the Open Reaction Database (ORD), a public repository of structured organic reaction records. Task: describe an organic reaction: reactants, conditions, products, and yield The reactants are C([O-])([O-])=O.[K+].[K+] (potassium carbonate), C(C)(C)(C)NNC(=O)C1=C(C2=C(OCC(O2)CO[Si](C)(C)C(C)(C)C)C=C1)C (3-(tert-butyldimethylsilyloxymethyl)-5-methyl-2,3-dihydrobenzo[1,4]dioxine-6-carboxylic acid N′-tert-butyl hydrazide), CC=1C=C(C(=O)Cl)C=C(C1)C (3,5-dimethylbenzoyl chloride), CCOCC.CCCCCC (ether hexane). The solvent is C(C)(=O)OCC (ethyl acetate), C(C)(=O)OCC (ethyl acetate). Reaction conditions: time 18 hour. Product: C(C)(C)(C)N(NC(=O)C1=C(C2=C(OCC(O2)CO[Si](C)(C)C(C)(C)C)C=C1)C)C(C1=CC(=CC(=C1)C)C)=O (3,5-dimethylbenzoic acid N-tert-butyl-N′-[3-(tert-butyldimethylsiloxymethyl)-5-methyl-2,3-dihydrobenzo[1,4]dioxine-6-carbonyl]-hydrazide). Isolated yield 75.4%. RXN SMILES: C(=O)([O-])[O-].[K+].[K+].[C:7]([NH:11][NH:12][C:13]([C:15]1[CH:33]=[CH:32][C:18]2[O:19][CH2:20][CH:21]([CH2:23][O:24][Si:25]([C:28]([CH3:31])([CH3:30])[CH3:29])([CH3:27])[CH3:26])[O:22][C:17]=2[C:16]=1[CH3:34])=[O:14])([CH3:10])([CH3:9])[CH3:8].[CH3:35][C:36]1[CH:37]=[C:38]([CH:42]=[C:43]([CH3:45])[CH:44]=1)[C:39](Cl)=[O:40].CCOCC.CCCCCC>C(OCC)(=O)C>[C:7]([N:11]([C:39](=[O:40])[C:38]1[CH:42]=[C:43]([CH3:45])[CH:44]=[C:36]([CH3:35])[CH:37]=1)[NH:12][C:13]([C:15]1[CH:33]=[CH:32][C:18]2[O:19][CH2:20][CH:21]([CH2:23][O:24][Si:25]([C:28]([CH3:31])([CH3:30])[CH3:29])([CH3:27])[CH3:26])[O:22][C:17]=2[C:16]=1[CH3:34])=[O:14])([CH3:10])([CH3:9])[CH3:8] |f:0.1.2,5.6|. Procedure: To a round bottom flask equipped with magnetic stirring was added ethyl acetate (7 mL), 25 wt % aqueous potassium carbonate solution (2.03 g, 3.67 mmol), and 3-(tert-butyldimethylsilyloxymethyl)-5-methyl-2,3-dihydrobenzo[1,4]dioxine-6-carboxylic acid N′-tert-butyl hydrazide (0.50 g, 1.22 mmol). To this was added 3,5-dimethylbenzoyl chloride (0.31 g, 1.84 mmol). Stirring was continued for 18 hours. The reaction was diluted with ethyl acetate and the phases separated. The organic phase was washed ... The reactants are CC1=C2CCC(C2=CC(=C1OC)C)=O (4,6-Dimethyl-5-methoxy-1-indanone), Cl.CC1=C(C=CC(=C1)C)NN (2,4-dimethylphenylhydrazine hydrochloride), Cl (HCl). Solvent: C(C)O (ethanol). Run at time 2 hour. Yields the product COC=1C(=C2CC3=C(NC=4C(=CC(=CC34)C)C)C2=CC1C)C (5,10-Dihydro-2-methoxy-1,3,6,8-tetramethylindeno[1,2-b]indole). Reaction SMILES: [CH3:1][C:2]1[C:10]([O:11][CH3:12])=[C:9]([CH3:13])[CH:8]=[C:7]2[C:3]=1[CH2:4][CH2:5][C:6]2=O.Cl.[CH3:16][C:17]1[CH:22]=[C:21]([CH3:23])[CH:20]=[CH:19][C:18]=1[NH:24]N.Cl>C(O)C>[CH3:12][O:11][C:10]1[C:2]([CH3:1])=[C:3]2[C:7](=[CH:8][C:9]=1[CH3:13])[C:6]1[NH:24][C:18]3[C:17]([CH3:16])=[CH:22][C:21]([CH3:23])=[CH:20][C:19]=3[C:5]=1[CH2:4]2 |f:1.2|. Reported procedure: 4,6-Dimethyl-5-methoxy-1-indanone (2.2 g, 11.6 mmol) and 2,4-dimethylphenylhydrazine hydrochloride (2.00 g, 1 eq) were heated to reflux in ethanol (15 cm3) containing conc. HCl (1 cm3). After 2 hours, the precipitate was filtered and washed with ammonium hydroxide solution. All the collected material was extracted with ethyl acetate with the aid of salting out. The solvent was dried, and evaporated in vacuo and the product purified by column chromatography, eluting with 5% EtOAc/60°-80° petrol. ... Starting materials: ClC1=C(C=CC2=C1C(N(CC=1N2C=NC1C(=O)N)C)=O)F (7-chloro-8-fluoro-5-methyl-6-oxo-5,6-dihydro-4H-imidazo[1,5-a][1,4]benzodiazepin-3-carboxamide), FC(C(=O)OC(C(F)(F)F)=O)(F)F (trifluoroacetic anhydride), C(C)(=O)OCC (ethyl acetate). Run in O1CCOCC1 (dioxan), N1=CC=CC=C1 (pyridine). Conditions: time 3 hour. Yields the product ClC1=C(C=CC2=C1C(N(CC=1N2C=NC1C#N)C)=O)F (7-chloro-8-fluoro-5-methyl-6-oxo-5,6-dihydro-4H-imidazo[1,5-a][1,4]-benzodiazepine-3-carbonitrile). Isolated yield 88.6%. RXN SMILES: [Cl:1][C:2]1[C:7]2[C:8](=[O:20])[N:9]([CH3:19])[CH2:10][C:11]3[N:12]([CH:13]=[N:14][C:15]=3[C:16]([NH2:18])=O)[C:6]=2[CH:5]=[CH:4][C:3]=1[F:21].FC(F)(F)C(OC(=O)C(F)(F)F)=O.C(OCC)(=O)C>O1CCOCC1.N1C=CC=CC=1>[Cl:1][C:2]1[C:7]2[C:8](=[O:20])[N:9]([CH3:19])[CH2:10][C:11]3[N:12]([CH:13]=[N:14][C:15]=3[C:16]#[N:18])[C:6]=2[CH:5]=[CH:4][C:3]=1[F:21]. Procedure: A suspension of 14.4 g (0.0466 mol) of 7-chloro-8-fluoro-5-methyl-6-oxo-5,6-dihydro-4H-imidazo[1,5-a][1,4]benzodiazepin-3-carboxamide in a mixture of 60 ml of dioxan and 8 ml of pyridine was treated dropwise at 0° with 6.8 ml (0.049 mol) of trifluoroacetic anhydride. The dark solution was stirred at 50° for 3 hrs., cooled, poured on to 400 ml of icewater, treated with ethyl acetate and extracted. The organic solution was filtered on 100 g of silica gel and rinsed with 200 ml of ethyl acetate. Th... The reactants are COC=1C=CC=2C[C@@H]3[C@@H]4[C@H](CC(C[C@@]4(C2C1)CCN3C)=O)CCC (3-methoxy-17-methyl-8β-n-propylmorphinan-6-one), N#CBr (cyanogen bromide). The product is C(#N)N1[C@H]2[C@@H]3[C@H](CC(C[C@@]3(C=3C=C(C=CC3C2)OC)CC1)=O)CCC (17-Cyano-3-methoxy-8β-n-propylmorphinan-6-one). Yield: 97.0%. As a reaction SMILES: [CH3:1][O:2][C:3]1[CH:4]=[CH:5][C:6]2[CH2:7][C@H:8]3[N:19]([CH3:20])[CH2:18][CH2:17][C@@:14]4([C:15]=2[CH:16]=1)[C@H:9]3[C@@H:10]([CH2:22][CH2:23][CH3:24])[CH2:11][C:12](=[O:21])[CH2:13]4.[N:25]#CBr>>[C:20]([N:19]1[CH2:18][CH2:17][C@@:14]23[C:15]4[CH:16]=[C:3]([O:2][CH3:1])[CH:4]=[CH:5][C:6]=4[CH2:7][C@@H:8]1[C@@H:9]2[C@@H:10]([CH2:22][CH2:23][CH3:24])[CH2:11][C:12](=[O:21])[CH2:13]3)#[N:25]. Reported procedure: To a rapidly stirred solution of 3-methoxy-17-methyl-8β-n-propylmorphinan-6-one (prepared in Part A) was added cyanogen bromide as in Example 1B. The product was obtained as a syrup, 97% yield, and was used without further purification. The reactants are FC1=C(C=CC=C1)NC(=S)N (N-(2-fluorophenyl)thiourea), CI (methyl iodide), C1CCCCC1 (cyclohexane). Run in CC(=O)C (acetone). Yields the product FC1=C(C=CC=C1)NC(SC)=N (N-(2-fluorophenyl)-S-methylisothiourea). Reaction SMILES: [F:1][C:2]1[CH:7]=[CH:6][CH:5]=[CH:4][C:3]=1[NH:8][C:9]([NH2:11])=[S:10].CI.[CH2:14]1CCCCC1>CC(C)=O>[F:1][C:2]1[CH:7]=[CH:6][CH:5]=[CH:4][C:3]=1[NH:8][C:9](=[NH:11])[S:10][CH3:14]. Reported procedure: To a stirred solution of 3.0 g (0.017 mol) of N-(2-fluorophenyl)thiourea in 75 ml of acetone was added an excess of methyl iodide. The reaction was allowed to stir over night. To the solution was then added 20 ml of cyclohexane; a white solid crystallized and was collected by filtration to yield 4.3 g of N-(2-fluorophenyl)-S-methylisothiourea. Reactants: C1(=C(C(=C(C(=C1F)F)F)N)F)N.Cl.Cl (dihydrochloride), O[C@@H](CNC1=CC=C(C=C1)CCNC[C@@H](C1=CC(=C(C=C1)O)NC=O)O)C1=CC=CC=C1 (N-{2-[4-((R)-2-hydroxy-2-phenylethylamino)phenyl]ethyl}-(R)-2-hydroxy-2-(3-formamido-4-hydroxyphenyl)ethylamine). Solvent: O (water). Run at time 48 hour. Yields the product Cl.O[C@@H](CNC1=CC=C(C=C1)CCNC[C@@H](C1=CC(=C(C=C1)O)NC=O)O)C1=CC=CC=C1 (N-{2-[4-((R)-2-hydroxy-2-phenylethylamino)phenyl]ethyl}-(R)-2-hydroxy-2-(3-formamido-4-hydroxyphenyl)ethylamine Monohydrochloride), O[C@@H](CNC1=CC=C(C=C1)CCNC[C@@H](C1=CC(=C(C=C1)O)NC=O)O)C1=CC=CC=C1 (N-{2-[4-((R)-2-hydroxy-2-phenylethylamino)phenyl]ethyl}-(R)-2-hydroxy-2-(3-formamido-4-hydroxyphenyl)ethylamine). Reaction SMILES: C1(N)C(F)=C(F)C(F)=C(N)C=1F.[ClH:13].Cl.[OH:15][C@H:16]([C:41]1[CH:46]=[CH:45][CH:44]=[CH:43][CH:42]=1)[CH2:17][NH:18][C:19]1[CH:24]=[CH:23][C:22]([CH2:25][CH2:26][NH:27][CH2:28][C@H:29]([OH:40])[C:30]2[CH:35]=[CH:34][C:33]([OH:36])=[C:32]([NH:37][CH:38]=[O:39])[CH:31]=2)=[CH:21][CH:20]=1>O>[ClH:13].[OH:15][C@H:16]([C:41]1[CH:42]=[CH:43][CH:44]=[CH:45][CH:46]=1)[CH2:17][NH:18][C:19]1[CH:24]=[CH:23][C:22]([CH2:25][CH2:26][NH:27][CH2:28][C@H:29]([OH:40])[C:30]2[CH:35]=[CH:34][C:33]([OH:36])=[C:32]([NH:37][CH:38]=[O:39])[CH:31]=2)=[CH:21][CH:20]=1.[OH:15][C@H:16]([C:41]1[CH:42]=[CH:43][CH:44]=[CH:45][CH:46]=1)[CH2:17][NH:18][C:19]1[CH:24]=[CH:23][C:22]([CH2:25][CH2:26][NH:27][CH2:28][C@H:29]([OH:40])[C:30]2[CH:35]=[CH:34][C:33]([OH:36])=[C:32]([NH:37][CH:38]=[O:39])[CH:31]=2)=[CH:21][CH:20]=1 |f:0.1.2,5.6|. Procedure: In a scintillation vial, water (10 mL) was added to the dihydrochloride salt of compound 1 (380 mg, 0.75 mmol) to form a slurry which was stirred for 48 h. The pH of the slurry was measured at 1.94. The slurry was vacuum filtered using a Büchner funnel and the filter paper was removed and allowed to air dry for 3 days to yield the monohydrochloride salt of compound 1. The solvent is C1CCOC1 (THF), C1CCOC1 (THF). Procedure: To a solution of 3-trifluoromethyl benzyl urea (218 mg, 1 mmol) in dry THF (2 mL) under nitrogen was added dropwise n-BuLi (2.5 M in hexane, 0.4 mL). The mixture was stirred at RT for 30 min and then 3,4-dichlorophenyl isothiocyanate (204 mg, 1 mmol) in dry THF (2 mL) was added dropwise. HPLC analysis after 5 min revealed complete reaction to the expected product. Saturated NaHCO3 (5 mL) and Et2O (15 mL) were added and the phases were separated. The aqueous phase was extracted with Et2O (2×15 mL... The reactants are FC(C=1C=C(CNC(=O)N)C=CC1)(F)F (3-trifluoromethyl benzyl urea), [Li]CCCC (n-BuLi), ClC=1C=C(C=CC1Cl)N=C=S (3,4-dichlorophenyl isothiocyanate). Reaction SMILES: [F:1][C:2]([F:15])([F:14])[C:3]1[CH:4]=[C:5]([CH:11]=[CH:12][CH:13]=1)[CH2:6][NH:7][C:8]([NH2:10])=[O:9].[Li]CCCC.[Cl:21][C:22]1[CH:23]=[C:24]([N:29]=[C:30]=[S:31])[CH:25]=[CH:26][C:27]=1[Cl:28]>C1COCC1>[Cl:21][C:22]1[CH:23]=[C:24]([NH:29][C:30]([N:7]([CH2:6][C:5]2[CH:11]=[CH:12][CH:13]=[C:3]([C:2]([F:14])([F:15])[F:1])[CH:4]=2)[C:8]([NH2:10])=[O:9])=[S:31])[CH:25]=[CH:26][C:27]=1[Cl:28]. Reaction conditions: time 30 minute. Product: ClC=1C=C(C=CC1Cl)NC(=S)N(C(=O)N)CC1=CC(=CC=C1)C(F)(F)F (1-[(3,4-dichlorophenyl)carbamothioyl]-1-[[3-(trifluoromethyl)phenyl]methyl]urea).